This data is from the Open Reaction Database (ORD), a public repository of structured organic reaction records. The task is: describe an organic reaction: reactants, conditions, products, and yield Starting materials: COc1ccc2cc(OS(=O)(=O)C(F)(F)F)ccc2c1, C=C(C(=O)OC)[Sn](CCCC)(CCCC)CCCC, CCOCC, CN(C)C=O, [Cl-], [Li+], c1ccc(P(c2ccccc2)(c2ccccc2)[Pd](P(c2ccccc2)(c2ccccc2)c2ccccc2)(P(c2ccccc2)(c2ccccc2)c2ccccc2)P(c2ccccc2)(c2ccccc2)c2ccccc2)cc1. Yields the product C=C(C(=O)OC)c1ccc2cc(OC)ccc2c1. As a reaction SMILES: [CH3:1][O:2][c:3]1[cH:4][c:5]2[cH:6][cH:7][c:8]([O:13][S:14]([C:15]([F:16])([F:17])[F:18])(=[O:19])=[O:20])[cH:9][c:10]2[cH:11][cH:12]1.[CH3:21][O:22][C:23]([C:24](=[CH2:25])[Sn:26]([CH2:27][CH2:28][CH2:29][CH3:30])([CH2:31][CH2:32][CH2:33][CH3:34])[CH2:35][CH2:36][CH2:37][CH3:38])=[O:39].[CH3:42][CH2:43][O:44][CH2:45][CH3:46].[CH3:47][N:48]([CH3:49])[CH:50]=[O:51].[Cl-:41].[Li+:40].[cH:52]1[cH:53][cH:54][c:55]([P:56]([Pd:57]([P:58]([c:59]2[cH:60][cH:61][cH:62][cH:63][cH:64]2)([c:65]2[cH:66][cH:67][cH:68][cH:69][cH:70]2)[c:71]2[cH:72][cH:73][cH:74][cH:75][cH:76]2)([P:77]([c:78]2[cH:79][cH:80][cH:81][cH:82][cH:83]2)([c:84]2[cH:85][cH:86][cH:87][cH:88][cH:89]2)[c:90]2[cH:91][cH:92][cH:93][cH:94][cH:95]2)[P:96]([c:97]2[cH:98][cH:99][cH:100][cH:101][cH:102]2)([c:103]2[cH:104][cH:105][cH:106][cH:107][cH:108]2)[c:109]2[cH:110][cH:111][cH:112][cH:113][cH:114]2)([c:115]2[cH:116][cH:117][cH:118][cH:119][cH:120]2)[c:121]2[cH:122][cH:123][cH:124][cH:125][cH:126]2)[cH:127][cH:128]1>>[CH3:1][O:2][c:3]1[cH:4][c:5]2[cH:6][cH:7][c:8]([C:24]([C:23]([O:22][CH3:21])=[O:39])=[CH2:25])[cH:9][c:10]2[cH:11][cH:12]1. Starting materials: C(C1=CC=CC=C1)OC=1C=CC(=C(C(=O)O)C1)C(=O)OCC (5-benzyloxy-2-(ethoxycarbonyl)benzoic acid), C(C(C)(C)C)NCC(=O)OCC (ethyl 2-(neopentylamino)acetate), Cl.C(C)N=C=NCCCN(C)C (1-ethyl-3-(3-dimethylaminopropyl)carbodiimide hydrochloride), ON1N=NC2=C1C=CC=C2 (1-hydroxybenzotriazole), C(C)O.[O-]CC.[Na+] (sodium ethoxide ethanol), C([O-])([O-])=O.[K+].[K+] (potassium carbonate), C(C1=CC=CC=C1)Br (benzyl bromide), Cl (hydrochloric acid). The solvent is CN(C=O)C (N,N-dimethylformamide), O (water), O (water). Run at time 12 hour. The product is C(C1=CC=CC=C1)OC1=CC=C2C(=C(N(C(C2=C1)=O)CC(C)(C)C)C(=O)OCC)O (ethyl 7-benzyloxy-4-hydroxy-2-neopentyl-1-oxo-1,2-dihydro-3-isoquinolinecarboxylate). RXN SMILES: [CH2:1]([O:8][C:9]1[CH:10]=[CH:11][C:12]([C:18]([O:20]CC)=O)=[C:13]([CH:17]=1)[C:14]([OH:16])=O)[C:2]1[CH:7]=[CH:6][CH:5]=[CH:4][CH:3]=1.[CH2:23]([NH:28][CH2:29][C:30]([O:32][CH2:33][CH3:34])=[O:31])[C:24]([CH3:27])([CH3:26])[CH3:25].Cl.C(N=C=NCCCN(C)C)C.ON1C2C=CC=CC=2N=N1.C(=O)([O-])[O-].[K+].[K+].C(Br)C1C=CC=CC=1.C(O)C.[O-]CC.[Na+].Cl>CN(C)C=O.O>[CH2:1]([O:8][C:9]1[CH:17]=[C:13]2[C:12]([C:18]([OH:20])=[C:29]([C:30]([O:32][CH2:33][CH3:34])=[O:31])[N:28]([CH2:23][C:24]([CH3:25])([CH3:26])[CH3:27])[C:14]2=[O:16])=[CH:11][CH:10]=1)[C:2]1[CH:3]=[CH:4][CH:5]=[CH:6][CH:7]=1 |f:2.3,5.6.7,9.10.11|. Procedure: A solution of 5-benzyloxy-2-(ethoxycarbonyl)benzoic acid (21.86 g, 120 mmol), ethyl 2-(neopentylamino)acetate (20.79 g, 120 mmol), 1-ethyl-3-(3-dimethylaminopropyl)carbodiimide hydrochloride (28.76 g, 150 mmol) and 1-hydroxybenzotriazole (22.97 g, 150 mmol) in N,N-dimethylformamide (200 ml) was stirred at room temperature for 3 h. The reaction mixture was poured into water and extracted with ethyl acetate. The extract was washed with brine, dried over anhydrous magnesium sulfate and concentrated... The reactants are d,l-α-tocopherol, d,l-η-tocopherol, esters, d-η-tocopherol, C(CCC(=O)[O-])(=O)[O-] (succinate), CC(=CCC/C(=C/CC/C(=C/CCC1(CCC2=C(O1)C=CC(=C2)O)C)/C)/C)C (tocotrienol), C(C1=CN=CC=C1)(=O)[O-] (nicotinate), CC1=CC(=C(C2=C1O[C@](CC2)(C)CCC[C@H](C)CCC[C@H](C)CCCC(C)C)C)O (d-β-tocopherol), d,l-β-tocopherol, C(C)(=O)[O-] (acetate). The product is CC1=C(C(=C2CC[C@@](OC2=C1C)(C)CCC[C@H](C)CCC[C@H](C)CCCC(C)C)C)O (d-α-tocopherol). RXN SMILES: [CH3:1][C:2]1[C:7]2[O:8][C@@:9]([CH2:13][CH2:14][CH2:15][C@@H:16]([CH2:18][CH2:19][CH2:20][C@@H:21]([CH2:23][CH2:24][CH2:25][CH:26]([CH3:28])[CH3:27])[CH3:22])[CH3:17])([CH3:12])[CH2:10][CH2:11][C:6]=2[C:5]([CH3:29])=[C:4]([OH:30])[CH:3]=1.[C:31]([O-])(=O)C.C([O-])(=O)C1C=CC=NC=1.C([O-])(=O)CCC([O-])=O.CC(C)=CCC/C(/C)=C/CC/C(/C)=C/CCC1(C)OC2C=CC(O)=CC=2CC1>>[CH3:31][C:3]1[C:2]([CH3:1])=[C:7]2[C:6]([CH2:11][CH2:10][C@:9]([CH2:13][CH2:14][CH2:15][C@@H:16]([CH2:18][CH2:19][CH2:20][C@@H:21]([CH2:23][CH2:24][CH2:25][CH:26]([CH3:28])[CH3:27])[CH3:22])[CH3:17])([CH3:12])[O:8]2)=[C:5]([CH3:29])[C:4]=1[OH:30]. Procedure details: d,l-α-tocopherol; d-β-tocopherol; d,l-β-tocopherol; d-η-tocopherol; and d,l-η-tocopherol (including acetate, hemisuccinate, nicotinate, and succinate-PEG ester forms of each of the foregoing); tocotrienol isomers, and their esters; Starting materials: CC(C)(C)OC(=O)N1CCCC1CNc1cnc(-c2cncc(F)c2)nc1Oc1ccc(NC(=O)OCc2ccccc2)cc1, CCO. Product: CC(C)(C)OC(=O)N1CCCC1CNc1cnc(-c2cncc(F)c2)nc1Oc1ccc(N)cc1. As a reaction SMILES: [C:1]([CH3:2])([CH3:3])([CH3:4])[O:5][C:6](=[O:7])[N:8]1[CH:9]([CH2:13][NH:14][c:15]2[c:16]([O:28][c:29]3[cH:30][cH:31][c:32]([NH:35][C:36]([O:37][CH2:38][c:39]4[cH:40][cH:41][cH:42][cH:43][cH:44]4)=[O:45])[cH:33][cH:34]3)[n:17][c:18](-[c:21]3[cH:22][n:23][cH:24][c:25]([F:27])[cH:26]3)[n:19][cH:20]2)[CH2:10][CH2:11][CH2:12]1.[CH3:46][CH2:47][OH:48]>>[C:1]([CH3:2])([CH3:3])([CH3:4])[O:5][C:6](=[O:7])[N:8]1[CH:9]([CH2:13][NH:14][c:15]2[c:16]([O:28][c:29]3[cH:30][cH:31][c:32]([NH2:35])[cH:33][cH:34]3)[n:17][c:18](-[c:21]3[cH:22][n:23][cH:24][c:25]([F:27])[cH:26]3)[n:19][cH:20]2)[CH2:10][CH2:11][CH2:12]1. Reactants: ice water, [H-].[Na+] (Sodium hydride), C(#N)C1=NNC2=CC=CC=C12 (3-cyano-1H-indazole), CI (methyl iodide). Run in CN(C=O)C (dimethylformamide). Run at time 1 hour. Yields the product C(#N)C1=NN(C2=CC=CC=C12)C (3-Cyano-1-methyl-1H-indazole). RXN SMILES: [H-].[Na+].[C:3]([C:5]1[C:13]2[C:8](=[CH:9][CH:10]=[CH:11][CH:12]=2)[NH:7][N:6]=1)#[N:4].[CH3:14]I>CN(C)C=O>[C:3]([C:5]1[C:13]2[C:8](=[CH:9][CH:10]=[CH:11][CH:12]=2)[N:7]([CH3:14])[N:6]=1)#[N:4] |f:0.1|. Procedure details: Sodium hydride (0.37 g, 60% dispersion in mineral oil) was added to a solution of 3-cyano-1H-indazole (1.20 g, Reference Example 57) in dry dimethylformamide (30 mL) under a nitrogen atmosphere at ambient temperature. The mixture was allowed to stir for 1 hour then treated with methyl iodide (0.85 mL) and stirring was continued for 1 hour. The reaction mixture was then poured into ice-water (15 mL). The precipitated solid was filtered then washed with water and then dried to give the title compo... Reactants: O=C1CCC(=O)N1Br, O=C(OOC(=O)c1ccccc1)c1ccccc1, ClC(Cl)(Cl)Cl, ClCCl, CC1=C(n2ccccc2=O)c2cc([N+](=O)[O-])ccc2OC1(C)C. Yields the product CC1(C)Oc2ccc([N+](=O)[O-])cc2C(n2ccccc2=O)=C1CBr. As a reaction SMILES: [Br:42][N:43]1[C:44](=[O:45])[CH2:46][CH2:47][C:48]1=[O:49].[C:24]([O:25][O:26][C:27](=[O:28])[c:29]1[cH:30][cH:31][cH:32][cH:33][cH:34]1)(=[O:35])[c:36]1[cH:37][cH:38][cH:39][cH:40][cH:41]1.[C:53]([Cl:54])([Cl:55])([Cl:56])[Cl:57].[Cl:50][CH2:51][Cl:52].[N+:1](=[O:2])([O-:3])[c:4]1[cH:5][cH:6][c:7]2[c:8]([cH:23]1)[C:9]([n:16]1[c:17](=[O:22])[cH:18][cH:19][cH:20][cH:21]1)=[C:10]([CH3:15])[C:11]([CH3:13])([CH3:14])[O:12]2>>[N+:1](=[O:2])([O-:3])[c:4]1[cH:5][cH:6][c:7]2[c:8]([cH:23]1)[C:9]([n:16]1[c:17](=[O:22])[cH:18][cH:19][cH:20][cH:21]1)=[C:10]([CH2:15][Br:42])[C:11]([CH3:13])([CH3:14])[O:12]2. Starting materials: [BH4-], C1CCOC1, O=Cc1cc2nc(Cl)nc(N3CCOCC3)c2s1, [Na+]. Reaction SMILES: [BH4-:19].[CH2:21]1[O:22][CH2:23][CH2:24][CH2:25]1.[Cl:1][c:2]1[n:3][c:4]([N:13]2[CH2:14][CH2:15][O:16][CH2:17][CH2:18]2)[c:5]2[c:6]([n:7]1)[cH:8][c:9]([CH:11]=[O:12])[s:10]2.[Na+:20]>>[Cl:1][c:2]1[n:3][c:4]([N:13]2[CH2:14][CH2:15][O:16][CH2:17][CH2:18]2)[c:5]2[c:6]([n:7]1)[cH:8][c:9]([CH2:11][OH:12])[s:10]2. Yields the product OCc1cc2nc(Cl)nc(N3CCOCC3)c2s1. Reactants: ClC1=CC=C2C(=CC=NC2=C1)N1CCN(CC1)C(=O)NC1=CC=C(C=C1)C(F)(F)F (7-chloro-4-[4-(4-trifluoromethylphenylaminocarbonyl)piperazin-1-yl]quinoline), C(C)OC1=CC=C(C=C1)N=C=O (4-ethoxyphenyl isocyanate), ClC1=CC=C2C(=CC=NC2=C1)N1CCNCC1 (7-chloro-4-(piperazin-1-yl)quinoline), C(C)(C)N(CC)C(C)C (diisopropyl(ethyl)amine). Run in C(Cl)Cl.CO (CH2Cl2 MeOH). The product is ClC1=CC=C2C(=CC=NC2=C1)N1CCN(CC1)C(=O)NC1=CC=C(C=C1)OCC (7-Chloro-4-[4-(4-ethoxyphenylaminocarbonyl)piperazin-1-yl]quinoline). Reaction SMILES: [Cl:1][C:2]1[CH:11]=[C:10]2[C:5]([C:6]([N:12]3[CH2:17][CH2:16][N:15]([C:18]([NH:20][C:21]4[CH:26]=[CH:25][C:24](C(F)(F)F)=[CH:23][CH:22]=4)=[O:19])[CH2:14][CH2:13]3)=[CH:7][CH:8]=[N:9]2)=[CH:4][CH:3]=1.ClC1C=C2C(C(N3CCNCC3)=CC=N2)=CC=1.C(N(C(C)C)CC)(C)C.[CH2:57]([O:59]C1C=CC(N=C=O)=CC=1)[CH3:58]>C(Cl)Cl.CO>[Cl:1][C:2]1[CH:11]=[C:10]2[C:5]([C:6]([N:12]3[CH2:13][CH2:14][N:15]([C:18]([NH:20][C:21]4[CH:26]=[CH:25][C:24]([O:59][CH2:57][CH3:58])=[CH:23][CH:22]=4)=[O:19])[CH2:16][CH2:17]3)=[CH:7][CH:8]=[N:9]2)=[CH:4][CH:3]=1 |f:4.5|. Procedure details: As described for 7-chloro-4-[4-(4-trifluoromethylphenylaminocarbonyl)piperazin-1-yl]quinoline, 7-chloro-4-(piperazin-1-yl)quinoline (150 mg, 0.61 mmol), diisopropyl(ethyl)amine (158 mg, 1.22 mmol), and 4-ethoxyphenyl isocyanate (119 mg, 0.73 mmol) are reacted to give the title product after flash chromatography with CH2Cl2-MeOH.